This data is from the Open Reaction Database (ORD), a public repository of structured organic reaction records. The task is: describe an organic reaction: reactants, conditions, products, and yield Reactants: ClC=1C=C(C=CC1SC=1N(C=CN1)C)NC1=C(C=NC2=CC(=C(C=C12)OCCOC)F)C#N (4-({3-chloro-4-[(1-methyl-1H-imidazole-2-yl)sulfanyl]phenyl}amino)-7-fluoro-6-(2-methoxyethoxy)-3-quinolinecarbonitrile), 4-(1-pyrrolidinylpiperidine), CN1C(CCC1)=O (1-methyl 2-pyrrolidinone). Conditions: temperature 105 celsius. The product is ClC=1C=C(C=CC1SC=1N(C=CN1)C)NC1=C(C=NC2=CC(=C(C=C12)OCCOC)N1CCC(CC1)N1CCCC1)C#N (4-({3-chloro-4-[(1-methyl-1H-imidazole-2-yl)thio]phenyl}amino)-6-(2-methoxyethoxy)-7-(4-pyrrolidin-1-ylpiperidin-1-yl)quinoline-3-carbonitrile). RXN SMILES: [Cl:1][C:2]1[CH:3]=[C:4]([NH:15][C:16]2[C:25]3[C:20](=[CH:21][C:22](F)=[C:23]([O:26][CH2:27][CH2:28][O:29][CH3:30])[CH:24]=3)[N:19]=[CH:18][C:17]=2[C:32]#[N:33])[CH:5]=[CH:6][C:7]=1[S:8][C:9]1[N:10]([CH3:14])[CH:11]=[CH:12][N:13]=1.[CH3:34][N:35]1[CH2:39][CH2:38][CH2:37][C:36]1=O>>[Cl:1][C:2]1[CH:3]=[C:4]([NH:15][C:16]2[C:25]3[C:20](=[CH:21][C:22]([N:15]4[CH2:16][CH2:17][CH:34]([N:35]5[CH2:39][CH2:38][CH2:37][CH2:36]5)[CH2:3][CH2:4]4)=[C:23]([O:26][CH2:27][CH2:28][O:29][CH3:30])[CH:24]=3)[N:19]=[CH:18][C:17]=2[C:32]#[N:33])[CH:5]=[CH:6][C:7]=1[S:8][C:9]1[N:10]([CH3:14])[CH:11]=[CH:12][N:13]=1. Reported procedure: Following the procedure of Example 11, a mixture of 150 mg (0.31 mmol) of 4-({3-chloro-4-[(1-methyl-1H-imidazole-2-yl)sulfanyl]phenyl}amino)-7-fluoro-6-(2-methoxyethoxy)-3-quinolinecarbonitrile and 287 mg (1.86 mmol) of 4-(1-pyrrolidinylpiperidine) in 1 mL of 1-methyl 2-pyrrolidinone is heated at 105° C. for 17 hours to yield the crude product. Purification by silica gel chromatography (gradient 98:2 methylene chloride/methanol to 4:1 methylene chloride/methanol) gives 120 mg of 4-({3-chloro-4-[...